The task is: describe an organic reaction: reactants, conditions, products, and yield. This data is from the Open Reaction Database (ORD), a public repository of structured organic reaction records. Reactants: ClC=1C(=CC(=C(C1)[N+](=O)[O-])F)F (5-chloro-2,4-difluoronitrobenzene), ClCl (chlorine). The reagents and catalysts are [Fe] (iron). Conditions: temperature 200 celsius, time 5 hour. Yields the product ClC1=CC(=C(C=C1F)F)Cl (1,3-dichloro-4,6-difluorobenzene). Reaction SMILES: [Cl:1][C:2]1[C:3]([F:12])=[CH:4][C:5]([F:11])=[C:6]([N+]([O-])=O)[CH:7]=1.[Cl:13]Cl>[Fe]>[Cl:1][C:2]1[C:3]([F:12])=[CH:4][C:5]([F:11])=[C:6]([Cl:13])[CH:7]=1. Procedure: 3 kg (15.5 mol) of iron-free, dry 5-chloro-2,4-difluoronitrobenzene are introduced into a 2 l four-necked flask with stirrer, dropping funnel and gas inlet tube and, on top, a column with reflux condenser. After heating the reaction solution to 200° C., chlorine is passed through the solution at a rate of 15 l/h. After 4-6 hours, the solution begins to boil, and after a further 2-4 hours the 1,3-dichloro-4,6-difluorobenzene which is formed can be taken off at the head of the column. At the same ...